This data is from the Open Reaction Database (ORD), a public repository of structured organic reaction records. The task is: describe an organic reaction: reactants, conditions, products, and yield Starting materials: ClC1=CC(=C(C=C1[N+](=O)[O-])N1N=C(C=C1Cl)C)F (1-(4-chloro-2-fluoro-5-nitrophenyl)-3-methyl-5-chloropyrazole), BrBr (bromine), ice water, C(Cl)(Cl)Cl (chloroform), C(C)(=O)[O-].[Na+] (sodium acetate). The solvent is C(C)(=O)O (acetic acid). Run at time 2 hour. Yields the product ClC1=CC(=C(C=C1[N+](=O)[O-])N1N=C(C(=C1Cl)Br)C)F (1-(4-chloro-2-fluoro-5-nitrophenyl)-3-methyl-4-bromo-5-chloropyrazole). Isolated yield 81.9%. As a reaction SMILES: [Cl:1][C:2]1[C:7]([N+:8]([O-:10])=[O:9])=[CH:6][C:5]([N:11]2[C:15]([Cl:16])=[CH:14][C:13]([CH3:17])=[N:12]2)=[C:4]([F:18])[CH:3]=1.C(Cl)(Cl)Cl.C([O-])(=O)C.[Na+].[Br:28]Br>C(O)(=O)C>[Cl:1][C:2]1[C:7]([N+:8]([O-:10])=[O:9])=[CH:6][C:5]([N:11]2[C:15]([Cl:16])=[C:14]([Br:28])[C:13]([CH3:17])=[N:12]2)=[C:4]([F:18])[CH:3]=1 |f:2.3|. Procedure details: The solution of 12.5 g (0.043 mol) of 1-(4-chloro-2-fluoro-5-nitrophenyl)-3-methyl-5-chloropyrazole in the mixed solvent made of 100 ml of chloroform and 100 ml of acetic acid was added with 3.9 g (0.047 mol) of sodium acetate, followed by 7.2 g (0.045 mol) of bromine at 10° C. After stirred at the same temperature for 2 hours, the reaction mixture was poured into ice water and the chloroform layer was separated. The chloroform layer was washed with an aqueous sodium bicarbonate and water and co...